This data is from the Open Reaction Database (ORD), a public repository of structured organic reaction records. The task is: describe an organic reaction: reactants, conditions, products, and yield Starting materials: CCOC(=O)N1CCN(C(=O)C(CCC(=O)OC(C)(C)C)NC(=O)c2cc(OCC(=O)O)n(-c3ccc(F)c(F)c3)n2)CC1, O=C(OCc1ccccc1)C1CCCN1, ClCCCl, CCOC(C)=O, CCN(C(C)C)C(C)C, Cl, CN(C)C=O, On1nnc2ccccc21. The product is CCOC(=O)N1CCN(C(=O)C(CCC(=O)OC(C)(C)C)NC(=O)c2cc(OCC(=O)N3CCCC3C(=O)OCc3ccccc3)n(-c3ccc(F)c(F)c3)n2)CC1. As a reaction SMILES: [CH2:1]([CH3:2])[O:3][C:4](=[O:5])[N:6]1[CH2:7][CH2:8][N:9]([C:12]([CH:13]([CH2:14][CH2:15][C:16](=[O:17])[O:18][C:19]([CH3:20])([CH3:21])[CH3:22])[NH:23][C:24](=[O:25])[c:26]2[n:27][n:28](-[c:36]3[cH:37][c:38]([F:43])[c:39]([F:42])[cH:40][cH:41]3)[c:29]([O:31][CH2:32][C:33](=[O:34])[OH:35])[cH:30]2)=[O:44])[CH2:10][CH2:11]1.[CH2:65]([c:66]1[cH:67][cH:68][cH:69][cH:70][cH:71]1)[O:72][C:73]([CH:74]1[NH:75][CH2:76][CH2:77][CH2:78]1)=[O:79].[CH2:91]([Cl:92])[CH2:93][Cl:94].[CH3:85][CH2:86][O:87][C:88](=[O:89])[CH3:90].[CH:55]([N:56]([CH2:57][CH3:58])[CH:59]([CH3:60])[CH3:61])([CH3:62])[CH3:63].[ClH:64].[O:80]=[CH:81][N:82]([CH3:83])[CH3:84].[OH:45][n:46]1[c:47]2[c:48]([cH:49][cH:50][cH:51][cH:52]2)[n:53][n:54]1>>[CH2:1]([CH3:2])[O:3][C:4](=[O:5])[N:6]1[CH2:7][CH2:8][N:9]([C:12]([CH:13]([CH2:14][CH2:15][C:16](=[O:17])[O:18][C:19]([CH3:20])([CH3:21])[CH3:22])[NH:23][C:24](=[O:25])[c:26]2[n:27][n:28](-[c:36]3[cH:37][c:38]([F:43])[c:39]([F:42])[cH:40][cH:41]3)[c:29]([O:31][CH2:32][C:33](=[O:34])[N:75]3[CH:74]([C:73]([O:72][CH2:65][c:66]4[cH:67][cH:68][cH:69][cH:70][cH:71]4)=[O:79])[CH2:78][CH2:77][CH2:76]3)[cH:30]2)=[O:44])[CH2:10][CH2:11]1. Starting materials: C(C1=CC=CC=C1)N1C(=C(C=2C1=C(N=C(C2)C#N)NCC2=CC=C(C=C2)F)C)C (1-benzyl-7-(4-fluorobenzylamino)-2,3-dimethyl-1H-pyrrolo[2,3-c]pyridin-5-carbonitrile), Cl (hydrochloric acid). Run in C(C)(=O)OCC (ethyl acetate). Yields the product Cl.C(C1=CC=CC=C1)N1C(=C(C=2C1=C(N=C(C2)C#N)NCC2=CC=C(C=C2)F)C)C (1-benzyl-7-(4-fluorobenzylamino)-2,3-dimethyl-1H-pyrrolo[2,3-c]pyridin-5-carbonitrile hydrochloride). Reaction SMILES: [CH2:1]([N:8]1[C:12]2=[C:13]([NH:19][CH2:20][C:21]3[CH:26]=[CH:25][C:24]([F:27])=[CH:23][CH:22]=3)[N:14]=[C:15]([C:17]#[N:18])[CH:16]=[C:11]2[C:10]([CH3:28])=[C:9]1[CH3:29])[C:2]1[CH:7]=[CH:6][CH:5]=[CH:4][CH:3]=1.[ClH:30]>C(OCC)(=O)C>[ClH:30].[CH2:1]([N:8]1[C:12]2=[C:13]([NH:19][CH2:20][C:21]3[CH:22]=[CH:23][C:24]([F:27])=[CH:25][CH:26]=3)[N:14]=[C:15]([C:17]#[N:18])[CH:16]=[C:11]2[C:10]([CH3:28])=[C:9]1[CH3:29])[C:2]1[CH:3]=[CH:4][CH:5]=[CH:6][CH:7]=1 |f:3.4|. Reported procedure: A solution of 1-benzyl-7-(4-fluorobenzylamino)-2,3-dimethyl-1H-pyrrolo[2,3-c]pyridin-5-carbonitrile prepared in Step 1 in ethyl acetate was saturated with hydrochloric acid gas and then filtered to give 12.0 mg of the titled compound as a white solid. Starting materials: COC1=CC=C(C=C1)C1=C2C=CC(NC2=CC=N1)=O (5-(4-methoxyphenyl)-1,6-naphthyridin-2(1H)-one). Solvent: Br (hydrogen bromide). Yields the product OC1=CC=C(C=C1)C1=C2C=CC(NC2=CC=N1)=O (5-(4-hydroxyphenyl)-1,6-naphthyridin-2(1H)-one). Isolated yield 94.1%. RXN SMILES: C[O:2][C:3]1[CH:8]=[CH:7][C:6]([C:9]2[N:18]=[CH:17][CH:16]=[C:15]3[C:10]=2[CH:11]=[CH:12][C:13](=[O:19])[NH:14]3)=[CH:5][CH:4]=1>Br>[OH:2][C:3]1[CH:8]=[CH:7][C:6]([C:9]2[N:18]=[CH:17][CH:16]=[C:15]3[C:10]=2[CH:11]=[CH:12][C:13](=[O:19])[NH:14]3)=[CH:5][CH:4]=1. Reported procedure: A mixture containing 12.6 g of 5-(4-methoxyphenyl)-1,6-naphthyridin-2(1H)-one and 100 ml of 40% aqueous hydrogen bromide was refluxed for 14 hours, cooled and evaporated on a rotary evaporator. The remaining solution was neutralized by adding aqueous ammonium hydroxide solution. The resulting yellow solid was collected, washed with water, dried, recrystallized from dimethylformamide and dried in a vacuum oven at 90°-95° C. to yield 11.2 g of 5-(4-hydroxyphenyl)-1,6-naphthyridin-2(1H)-one, m.p. >... Starting materials: CC(C)(C)OC(=O)N1CCC(O)C1CCNC(=O)OCc1ccccc1, CS(=O)(=O)Cl, CCOC(C)=O, CCN(C(C)C)C(C)C, ClCCl. Product: CC(C)(C)OC(=O)N1CCC(OS(C)(=O)=O)C1CCNC(=O)OCc1ccccc1. As a reaction SMILES: [C:1]([CH3:2])([CH3:3])([CH3:4])[O:5][C:6](=[O:7])[N:8]1[CH:9]([CH2:14][CH2:15][NH:16][C:17](=[O:18])[O:19][CH2:20][c:21]2[cH:22][cH:23][cH:24][cH:25][cH:26]2)[CH:10]([OH:13])[CH2:11][CH2:12]1.[CH3:36][S:37]([Cl:38])(=[O:39])=[O:40].[CH3:44][CH2:45][O:46][C:47]([CH3:48])=[O:49].[CH:27]([N:28]([CH2:29][CH3:30])[CH:31]([CH3:32])[CH3:33])([CH3:34])[CH3:35].[Cl:41][CH2:42][Cl:43]>>[C:1]([CH3:2])([CH3:3])([CH3:4])[O:5][C:6](=[O:7])[N:8]1[CH:9]([CH2:14][CH2:15][NH:16][C:17](=[O:18])[O:19][CH2:20][c:21]2[cH:22][cH:23][cH:24][cH:25][cH:26]2)[CH:10]([O:13][S:37]([CH3:36])(=[O:39])=[O:40])[CH2:11][CH2:12]1. The reactants are NC1=CC2=C(C(OC2)=O)C=C1 (5-amino-2-benzofuran-1(3H)-one), C(C1=CC=CC=C1)Br (benzyl bromide), C(C)(C)N(CC)C(C)C (diisopropylethylamine), C1CCOC1 (THF). Run at temperature 50 celsius. Yields the product C(C1=CC=CC=C1)N(C=1C=C2COC(C2=CC1)=O)CC1=CC=CC=C1 (5-dibenzylamino-3H-isobenzofuran-1-one). Isolated yield 31.0%. As a reaction SMILES: [NH2:1][C:2]1[CH:11]=[CH:10][C:5]2[C:6](=[O:9])[O:7][CH2:8][C:4]=2[CH:3]=1.[CH2:12](Br)[C:13]1[CH:18]=[CH:17][CH:16]=[CH:15][CH:14]=1.[CH:20](N(C(C)C)CC)([CH3:22])[CH3:21].[CH2:29]1[CH2:33]O[CH2:31][CH2:30]1>>[CH2:12]([N:1]([CH2:31][C:30]1[CH:22]=[CH:20][CH:21]=[CH:33][CH:29]=1)[C:2]1[CH:3]=[C:4]2[C:5](=[CH:10][CH:11]=1)[C:6](=[O:9])[O:7][CH2:8]2)[C:13]1[CH:18]=[CH:17][CH:16]=[CH:15][CH:14]=1. Procedure: A mixture of 5-amino-2-benzofuran-1(3H)-one (100 mg, 0.67 mmol), benzyl bromide (319 μl, 2.68 mmol), and diisopropylethylamine (350 μl, 2.01 mmol) in THF (2.0 ml) was heated at 50° C. for 65 hours. The reaction was partitioned between water and EtOAc. The organic layer was washed with water, brine, dried with Na2SO4 and rotary evaporated. The yellow oil was triturated at room temperature with 10% EtOAc/hexane and then chromatographed (20% to 40% EtOAc/hexane gradient) to give 5-dibenzylamino-3H-... Procedure details: 2-Hydroxy-3-methyl-1,6-naphthyridine, the tautomeric form of 3-methyl-1,6-naphthyridin-2(1H)-one, was reportedly prepared by Ogata et al. [Chem. Pharm. Bull. 20, 2264 (1972)] in two steps by first photocylization of N-(4-pyridinyl)methacrylamide to produce 1,2,3,4-tetrahydro-3-methyl-2-oxo-1,6-naphthyridine and then dehydrogenating said tetrahydro compound by heating it in acetic acid. Reaction SMILES: [OH:1][C:2]1[C:11]([CH3:12])=[CH:10][C:9]2[C:4](=[CH:5][CH:6]=[N:7][CH:8]=2)[N:3]=1.N1C=CC(NC(=O)C(C)=C)=CC=1>>[CH3:12][CH:11]1[CH2:10][C:9]2[C:4](=[CH:5][CH:6]=[N:7][CH:8]=2)[NH:3][C:2]1=[O:1]. Product: CC1C(NC2=CC=NC=C2C1)=O (1,2,3,4-tetrahydro-3-methyl-2-oxo-1,6-naphthyridine). Starting materials: OC1=NC2=CC=NC=C2C=C1C (2-Hydroxy-3-methyl-1,6-naphthyridine), CC=1C(NC2=CC=NC=C2C1)=O (3-methyl-1,6-naphthyridin-2(1H)-one), N1=CC=C(C=C1)NC(C(=C)C)=O (N-(4-pyridinyl)methacrylamide). Yields the product CCCCCCCCc1ccc(O)cc1O. Reactants: CCCCCCCCO, O, Oc1cccc(O)c1. As a reaction SMILES: [CH2:1]([CH2:2][CH2:3][CH2:4][CH2:5][CH2:6][CH2:7][CH3:8])[OH:9].[OH2:18].[OH:10][c:11]1[cH:12][cH:13][cH:14][c:15]([OH:16])[cH:17]1>>[CH2:1]([CH2:2][CH2:3][CH2:4][CH2:5][CH2:6][CH2:7][CH3:8])[c:14]1[cH:13][cH:12][c:11]([OH:10])[cH:17][c:15]1[OH:16].